Dataset: the Open Reaction Database (ORD), a public repository of structured organic reaction records. Task: describe an organic reaction: reactants, conditions, products, and yield The reactants are ClCCl, Cc1ccc(C=CCO)cc1, O=C1CCC(=O)N1Cl, O, c1ccc(P(c2ccccc2)c2ccccc2)cc1. Yields the product Cc1ccc(C=CCCl)cc1. As a reaction SMILES: [CH2:40]([Cl:41])[Cl:42].[CH3:1][c:2]1[cH:3][cH:4][c:5]([CH:8]=[CH:9][CH2:10][OH:11])[cH:6][cH:7]1.[Cl:31][N:32]1[C:33](=[O:34])[CH2:35][CH2:36][C:37]1=[O:38].[OH2:39].[c:12]1([P:13]([c:14]2[cH:15][cH:16][cH:17][cH:18][cH:19]2)[c:20]2[cH:21][cH:22][cH:23][cH:24][cH:25]2)[cH:26][cH:27][cH:28][cH:29][cH:30]1>>[CH3:1][c:2]1[cH:3][cH:4][c:5]([CH:8]=[CH:9][CH2:10][Cl:31])[cH:6][cH:7]1. The reactants are FC(C=1OC2=CC3=C(CCNCC3)C=C2N1)(F)F (2-(trifluoromethyl)-6,7,8,9-tetrahydro-5H-[1,3]oxazolo[4,5-h][3]benzazepine), ClCCCSC=1N(C(=NN1)C1=C2C=CC(=NC2=CC=C1)C)C (5-{5-[(3-chloropropyl)thio]-4-methyl-4H-1,2,4-triazol-3-yl}-2-methylquinoline). Yields the product Cl.CN1C(=NN=C1C1=C2C=CC(=NC2=CC=C1)C)SCCCN1CCC2=C(CC1)C=C1C(=C2)OC(=N1)C(F)(F)F (7-(3-{[4-Methyl-5-(2-methyl-5-quinolinyl)-4H-1,2,4-triazol-3-yl]thio}propyl)-2-(trifluoromethyl)-6,7,8,9-tetrahydro-5H-[1,3]oxazolo[4,5-h][3]benzazepine hydrochloride), solid. RXN SMILES: [F:1][C:2]([F:18])([F:17])[C:3]1[O:4][C:5]2[C:15]([N:16]=1)=[CH:14][C:8]1[CH2:9][CH2:10][NH:11][CH2:12][CH2:13][C:7]=1[CH:6]=2.[Cl:19][CH2:20][CH2:21][CH2:22][S:23][C:24]1[N:25]([CH3:40])[C:26]([C:29]2[CH:38]=[CH:37][CH:36]=[C:35]3[C:30]=2[CH:31]=[CH:32][C:33]([CH3:39])=[N:34]3)=[N:27][N:28]=1>>[ClH:19].[CH3:40][N:25]1[C:26]([C:29]2[CH:38]=[CH:37][CH:36]=[C:35]3[C:30]=2[CH:31]=[CH:32][C:33]([CH3:39])=[N:34]3)=[N:27][N:28]=[C:24]1[S:23][CH2:22][CH2:21][CH2:20][N:11]1[CH2:10][CH2:9][C:8]2[CH:14]=[C:15]3[N:16]=[C:3]([C:2]([F:17])([F:1])[F:18])[O:4][C:5]3=[CH:6][C:7]=2[CH2:13][CH2:12]1 |f:2.3|. Procedure details: The title compound was prepared in analogy to General Procedure 1 from 2-(trifluoromethyl)-6,7,8,9-tetrahydro-5H-[1,3]oxazolo[4,5-h][3]benzazepine (0.14 μmol) and 5-{5-[(3-chloropropyl)thio]-4-methyl-4H-1,2,4-triazol-3-yl}-2-methylquinoline and was obtained as a colourless solid (97 μmol). Reactants: ClC1=C(C=C2C=CNC2=C1)B1OCC(CO1)(C)C (6-chloro-5-(5,5-dimethyl-1,3,2-dioxaborinan-2-yl)-1H-indole), N,N-dimethylformiminium chloride, O (water), C([O-])([O-])=O.[K+].[K+] (potassium carbonate), BrC1=CC=C(C=C1)CC(=O)N1CCOCC1 (2-(4-bromophenyl)-1-(morpholin-4-yl)ethanone). Reagents/catalysts: C1=CC=C(C=C1)P([C-]2C=CC=C2)C3=CC=CC=C3.C1=CC=C(C=C1)P([C-]2C=CC=C2)C3=CC=CC=C3.Cl[Pd]Cl.[Fe+2] ([1,1′-bis(diphenylphosphino)ferrocene]dichloropalladium(II)). The solvent is O1CCOCC1 (1,4-dioxane), CN(C)C=O (DMF). Conditions: time 20 minute. The product is ClC1=C(C=C2C(=CNC2=C1)C=O)C1=CC=C(C=C1)CC(=O)N1CCOCC1 (6-chloro-5-{4-[2-(morpholin-4-yl)-2-oxoethyl]phenyl}-1H-indole-3-carbaldehyde). Yield: 112.1%. Reaction SMILES: [Cl:1][C:2]1[CH:10]=[C:9]2[C:5]([CH:6]=[CH:7][NH:8]2)=[CH:4][C:3]=1B1OCC(C)(C)CO1.[C:19](=O)([O-])[O-:20].[K+].[K+].Br[C:26]1[CH:31]=[CH:30][C:29]([CH2:32][C:33]([N:35]2[CH2:40][CH2:39][O:38][CH2:37][CH2:36]2)=[O:34])=[CH:28][CH:27]=1.O>O1CCOCC1.CN(C=O)C.C1C=CC(P(C2C=CC=CC=2)[C-]2C=CC=C2)=CC=1.C1C=CC(P(C2C=CC=CC=2)[C-]2C=CC=C2)=CC=1.Cl[Pd]Cl.[Fe+2]>[Cl:1][C:2]1[CH:10]=[C:9]2[C:5]([C:6]([CH:19]=[O:20])=[CH:7][NH:8]2)=[CH:4][C:3]=1[C:26]1[CH:31]=[CH:30][C:29]([CH2:32][C:33]([N:35]2[CH2:40][CH2:39][O:38][CH2:37][CH2:36]2)=[O:34])=[CH:28][CH:27]=1 |f:1.2.3,8.9.10.11|. Procedure: To a solution of 6-chloro-5-(5,5-dimethyl-1,3,2-dioxaborinan-2-yl)-1H-indole (153 mg, 0.581 mmol) in anhydrous 1,4-dioxane (5 mL) and DMF (1 mL) was added N,N-dimethylformiminium chloride (160 mg, 1.25 mmol). The reaction mixture was stirred at room temperature for 20 minutes, and then treated with 2N aqueous potassium carbonate (1.44 mL, 2.90 mmol) and 2-(4-bromophenyl)-1-(morpholin-4-yl)ethanone (165 mg, 0.58 mmol). The reaction was degassed with nitrogen, and treated with [1,1′-bis(diphenylph... The reactants are O=S1(CCN(CC1)CCNS(=O)(=O)C1=C(C=CC=C1)[N+](=O)[O-])=O (N-(2-(1,1-dioxido-4-thiomorpholinyl)ethyl)-2-nitrobenzenesulfonamide), C([O-])([O-])=O.[Cs+].[Cs+] (cesium carbonate), BrCCCOC (1-bromo-3-methoxypropane), C([O-])([O-])=O.[Cs+].[Cs+] (cesium carbonate), BrCCCOC (1-bromo-3-methoxypropane), C(C)(=O)OCC (ethyl acetate). Run in O (water), CN(C)C=O (DMF). Conditions: time 30 minute. The product is O=S1(CCN(CC1)CCN(S(=O)(=O)C1=C(C=CC=C1)[N+](=O)[O-])CCCOC)=O (N-(2-(1,1-dioxido-4-thiomorpholinyl)ethyl)-N-(3-methoxypropyl)-2-nitrobenzenesulfonamide). Yield: 109.0%. As a reaction SMILES: [O:1]=[S:2]1(=[O:23])[CH2:7][CH2:6][N:5]([CH2:8][CH2:9][NH:10][S:11]([C:14]2[CH:19]=[CH:18][CH:17]=[CH:16][C:15]=2[N+:20]([O-:22])=[O:21])(=[O:13])=[O:12])[CH2:4][CH2:3]1.C(=O)([O-])[O-].[Cs+].[Cs+].Br[CH2:31][CH2:32][CH2:33][O:34][CH3:35].C(OCC)(=O)C>CN(C=O)C.O>[O:23]=[S:2]1(=[O:1])[CH2:7][CH2:6][N:5]([CH2:8][CH2:9][N:10]([CH2:31][CH2:32][CH2:33][O:34][CH3:35])[S:11]([C:14]2[CH:19]=[CH:18][CH:17]=[CH:16][C:15]=2[N+:20]([O-:22])=[O:21])(=[O:12])=[O:13])[CH2:4][CH2:3]1 |f:1.2.3|. Procedure: N-(2-(1,1-dioxido-4-thiomorpholinyl)ethyl)-2-nitrobenzenesulfonamide (0.400 g, 1.10 mmol) was combined with cesium carbonate (0.538 g, 1.65 mmol) in DMF (5 mL). The slurry was stirred at rt for 30 min, then to it was added 1-bromo-3-methoxypropane (0.337 g, 2.20 mmol). The resulting mixture was stirred at rt for 72 h. LCMS indicated incomplete conversion, so additional 1-bromo-3-methoxypropane (0.337 g, 2.20 mmol) and cesium carbonate (0.538 g, 1.65 mmol) were added and the mixture was heated to... Starting materials: CC1=C2COC(=O)C2=CC=C1 (4-methylphthalide), BrN1C(CCC1=O)=O (N-Bromosuccinimide), CC1=C(C(=O)OC)C=CC(=C1)C (methyl 2,4-dimethylbenzoate), C(C1=CC=CC=C1)(=O)OOC(C1=CC=CC=C1)=O (dibenzoyl peroxide). Solvent: C(Cl)(Cl)(Cl)Cl (carbon tetrachloride). Yields the product C(=O)(OC)C1=C(C=C(CBr)C=C1)C (4-Carbomethoxy-3-methylbenzyl bromide). As a reaction SMILES: [Br:1]N1C(=O)CCC1=O.[CH3:9][C:10]1[CH:19]=[C:18]([CH3:20])[CH:17]=[CH:16][C:11]=1[C:12]([O:14][CH3:15])=[O:13].C(OOC(=O)C1C=CC=CC=1)(=O)C1C=CC=CC=1.CC1C=CC=C2C=1COC2=O>C(Cl)(Cl)(Cl)Cl>[C:12]([C:11]1[CH:16]=[CH:17][C:18]([CH2:20][Br:1])=[CH:19][C:10]=1[CH3:9])([O:14][CH3:15])=[O:13]. Procedure details: N-Bromosuccinimide (44.9 g) was added to a solution of methyl 2,4-dimethylbenzoate (41.36 g) in carbon tetrachloride containing a trace of dibenzoyl peroxide. The mixture was heated under reflux until no orange colour persisted then cooled, filtered and the filtrate evaporated to leave an oil. This was distilled until ~16 g distilate bp 98°-140°/0.8-5 mm (starting material) had been collected. The residue was then heated at atmospheric pressure until no more methyl bromide was evolved, to give a... Reactants: CCN=C=NCCCN(C)C, CNC, CN1CCOCC1, Cl, Cl, O, On1nnc2ccccc21, O=C(O)C1CCN(C(=O)c2ccc(C=Cc3n[nH]c4ccccc34)cc2)CC1. The product is CN(C)C(=O)C1CCN(C(=O)c2ccc(C=Cc3n[nH]c4ccccc34)cc2)CC1. Reaction SMILES: [CH2:45]([N:46]=[C:47]=[N:48][CH2:49][CH2:50][CH2:51][N:52]([CH3:53])[CH3:54])[CH3:55].[CH3:30][NH:31][CH3:32].[CH3:56][N:57]1[CH2:58][CH2:59][O:60][CH2:61][CH2:62]1.[ClH:29].[ClH:44].[OH2:33].[OH:34][n:35]1[c:36]2[cH:37][cH:38][cH:39][cH:40][c:41]2[n:42][n:43]1.[nH:1]1[n:2][c:3]([CH:10]=[CH:11][c:12]2[cH:13][cH:14][c:15]([C:16](=[O:17])[N:18]3[CH2:19][CH2:20][CH:21]([C:24](=[O:25])[OH:26])[CH2:22][CH2:23]3)[cH:27][cH:28]2)[c:4]2[cH:5][cH:6][cH:7][cH:8][c:9]12>>[nH:1]1[n:2][c:3]([CH:10]=[CH:11][c:12]2[cH:13][cH:14][c:15]([C:16](=[O:17])[N:18]3[CH2:19][CH2:20][CH:21]([C:24](=[O:25])[N:31]([CH3:30])[CH3:32])[CH2:22][CH2:23]3)[cH:27][cH:28]2)[c:4]2[cH:5][cH:6][cH:7][cH:8][c:9]12. The reactants are CC(C)(C)OC(=O)C1CC2(c3ccccc3)C(OCc3cc(C(F)(F)F)cc(C(F)(F)F)c3)CCC1N2Cc1ccccc1, CCOC(C)=O, CCO. Yields the product CC(C)(C)OC(=O)C1CC2(c3ccccc3)NC1CCC2OCc1cc(C(F)(F)F)cc(C(F)(F)F)c1. RXN SMILES: [CH2:1]([c:2]1[cH:3][cH:4][cH:5][cH:6][cH:7]1)[N:8]1[C:9]2([c:39]3[cH:40][cH:41][cH:42][cH:43][cH:44]3)[CH:10]([O:23][CH2:24][c:25]3[cH:26][c:27]([C:35]([F:36])([F:37])[F:38])[cH:28][c:29]([C:31]([F:32])([F:33])[F:34])[cH:30]3)[CH2:11][CH2:12][CH:13]1[CH:14]([C:16](=[O:17])[O:18][C:19]([CH3:20])([CH3:21])[CH3:22])[CH2:15]2.[CH3:45][CH2:46][O:47][C:48](=[O:49])[CH3:50].[CH3:51][CH2:52][OH:53]>>[NH:8]1[C:9]2([c:39]3[cH:40][cH:41][cH:42][cH:43][cH:44]3)[CH:10]([O:23][CH2:24][c:25]3[cH:26][c:27]([C:35]([F:36])([F:37])[F:38])[cH:28][c:29]([C:31]([F:32])([F:33])[F:34])[cH:30]3)[CH2:11][CH2:12][CH:13]1[CH:14]([C:16](=[O:17])[O:18][C:19]([CH3:20])([CH3:21])[CH3:22])[CH2:15]2. The product is OC[C@H](C[C@@H]1COCCCC1)NC(OC(C)(C)C)=O (tert-butyl (S)-1-hydroxy-3-((R)-oxepan-3-yl)propan-2-ylcarbamate). Run in CO (MeOH). Procedure: To a solution of (S)-tert-butyl 2,2-dimethyl-4-((R)-oxepan-3-ylmethyl)oxazolidine-3-carboxylate (160 mg, 0.51 mmol) in MeOH (10 mL) was added p-TSA (30 mg, 0.17 mmol) and stirred at rt for 2 h. TEA (1 mL) was added, followed by 1 drop of Boc2O. The reaction mixture was stirred for another 30 min. The solvent was removed under vacuum to give crude product tert-butyl (S)-1-hydroxy-3-((R)-oxepan-3-yl)propan-2-ylcarbamate, which was used for next step without further purification. MS ESI +ve m/z 296... Reagents/catalysts: CC(C)(C)OC(=O)OC(=O)OC(C)(C)C (Boc2O). RXN SMILES: CC1(C)[N:6]([C:7]([O:9][C:10]([CH3:13])([CH3:12])[CH3:11])=[O:8])[C@@H:5]([CH2:14][C@H:15]2[CH2:21][CH2:20][CH2:19][CH2:18][O:17][CH2:16]2)[CH2:4][O:3]1.CC1C=CC(S(O)(=O)=O)=CC=1>CO.CC(OC(OC(OC(C)(C)C)=O)=O)(C)C>[OH:3][CH2:4][C@@H:5]([NH:6][C:7](=[O:8])[O:9][C:10]([CH3:12])([CH3:11])[CH3:13])[CH2:14][C@H:15]1[CH2:21][CH2:20][CH2:19][CH2:18][O:17][CH2:16]1. The reactants are CC1(OC[C@@H](N1C(=O)OC(C)(C)C)C[C@@H]1COCCCC1)C ((S)-tert-butyl 2,2-dimethyl-4-((R)-oxepan-3-ylmethyl)oxazolidine-3-carboxylate), CC=1C=CC(=CC1)S(=O)(=O)O (p-TSA), TEA. Run at time 2 hour.